From a dataset of the Open Reaction Database (ORD), a public repository of structured organic reaction records. describe an organic reaction: reactants, conditions, products, and yield The reactants are N1CCNCC1 (piperazine), FC1=C(C(=O)Cl)C(=CC=C1)F (2,6-difluorobenzoyl chloride). Solvent: C(C)(=O)O (acetic acid), C(C)(=O)O (acetic acid). Reaction conditions: temperature 40 celsius. Yields the product FC1=C(C(=CC=C1)F)C(=O)N1CCNCC1 ((2,6-difluorophenyl)-piperazin-1-yl-methanone). Reaction SMILES: [NH:1]1[CH2:6][CH2:5][NH:4][CH2:3][CH2:2]1.[F:7][C:8]1[CH:16]=[CH:15][CH:14]=[C:13]([F:17])[C:9]=1[C:10](Cl)=[O:11]>C(O)(=O)C>[F:7][C:8]1[CH:16]=[CH:15][CH:14]=[C:13]([F:17])[C:9]=1[C:10]([N:1]1[CH2:6][CH2:5][NH:4][CH2:3][CH2:2]1)=[O:11]. Reported procedure: Charge acetic acid (5 L) to a 22 L flask. Place the reaction in an ice-water bath. Add piperazine (355.00 g, 2.0 equiv; 4.06 moles) in portions with stirring, and increase temperature to ˜40° C. Add another 5 L of acetic acid. Stir until mixture becomes a solution. Adjust cooling bath to ˜13° C. Add 2,6-difluorobenzoyl chloride (355.00 g, 1.00 equiv; 2.01 moles; 253.39 mL) drop wise over a 2 hours period, while maintaining reaction temperature at approximately 13-15° C. Stir overnight. Concentra... The reactants are ClCCl, CNC, Cc1ccccc1, O=C(Cl)C(=O)Cl, COc1ccc(I)c(CC(=O)O)c1, CN(C)C=O. Yields the product COc1ccc(I)c(CC(=O)N(C)C)c1. Reaction SMILES: [CH2:23]([Cl:24])[Cl:25].[CH3:20][NH:21][CH3:22].[CH3:26][c:27]1[cH:28][cH:29][cH:30][cH:31][cH:32]1.[Cl:1][C:2]([C:3]([Cl:4])=[O:5])=[O:6].[I:7][c:8]1[c:9]([CH2:16][C:17](=[O:18])[OH:19])[cH:10][c:11]([O:14][CH3:15])[cH:12][cH:13]1.[O:33]=[CH:34][N:35]([CH3:36])[CH3:37]>>[I:7][c:8]1[c:9]([CH2:16][C:17](=[O:19])[N:21]([CH3:20])[CH3:22])[cH:10][c:11]([O:14][CH3:15])[cH:12][cH:13]1. Reactants: Amine, OC1=CC=CC=2NN=NC21 (Hydroxybenzotriazole), C(C)(C)N(CC)C(C)C (diisopropylethylamine), CN(CCCN=C=NCC)C (1-[3-(Dimethylamino)propyl]-3-ethylcarbodiimide), C(C)(C)(C)OC(=O)NC1=CC=C(CNC(NC(C(=O)O)CC2=CC(=CC=C2)O)=O)C=C1 (2-(3-(4-(tert-butoxycarbonylamino)benzyl)ureido)-3-(3-hydroxyphenyl) propanoic acid). Run in CN(C)C=O (DMF). Reaction conditions: time 20 hour. The product is NC1=CC=C(CNC(=O)NC(C(=O)N2CCOCC2)CC2=CC(=CC=C2)O)C=C1 (1-(4-aminobenzyl)-3-(3-(3-hydroxyphenyl)-1-morpholino-1-oxopropan-2-yl)urea). Yield: 73.0%. As a reaction SMILES: C(OC([NH:8][C:9]1[CH:31]=[CH:30][C:12]([CH2:13][NH:14][C:15](=[O:29])[NH:16][CH:17]([CH2:21][C:22]2[CH:27]=[CH:26][CH:25]=[C:24]([OH:28])[CH:23]=2)[C:18]([OH:20])=O)=[CH:11][CH:10]=1)=O)(C)(C)C.[OH:32][C:33]1[C:41]2[N:40]=NNC=2C=CC=1.[CH:42](N(C(C)C)CC)(C)[CH3:43].CN(C)CCCN=C=NCC>CN(C=O)C>[NH2:8][C:9]1[CH:10]=[CH:11][C:12]([CH2:13][NH:14][C:15]([NH:16][CH:17]([CH2:21][C:22]2[CH:27]=[CH:26][CH:25]=[C:24]([OH:28])[CH:23]=2)[C:18]([N:40]2[CH2:41][CH2:33][O:32][CH2:43][CH2:42]2)=[O:20])=[O:29])=[CH:30][CH:31]=1. Procedure: Acid derivative 175 (1 equivalent) was dissolved in 2 ml of DMF. Amine (1.1 equivalent), Hydroxybenzotriazole (HOBO (1.2 equivalent), diisopropylethylamine (DIEA) (2.2 equivalent) and 1-[3-(Dimethylamino)propyl]-3-ethylcarbodiimide (EDAP) (1.2 equivalent) were added successively and the reaction mixture is stirred for 20 h at room temperature. The reaction mixture is concentrated and 100 ml of AcOEt are added. The organic phase are washed with NaHCO3 saturated, 10% citric acid and brine then dri... Starting materials: FC=1C=C(C=CC1)CC(CCC1CCC(N1)=O)=O (5-[4-(3-fluoro-phenyl)-3-oxo-butyl]-pyrrolidin-2-one), [BH4-].[Na+] (NaBH4). Product: FC=1C=C(C=CC1)CC(CCC1CCC(N1)=O)O (5-[4-(3-fluoro-phenyl)-3-hydroxy-butyl]-pyrrolidin-2-one). Isolated yield 101.9%. RXN SMILES: [F:1][C:2]1[CH:3]=[C:4]([CH2:8][C:9](=[O:18])[CH2:10][CH2:11][CH:12]2[NH:16][C:15](=[O:17])[CH2:14][CH2:13]2)[CH:5]=[CH:6][CH:7]=1.[BH4-].[Na+]>>[F:1][C:2]1[CH:3]=[C:4]([CH2:8][CH:9]([OH:18])[CH2:10][CH2:11][CH:12]2[NH:16][C:15](=[O:17])[CH2:14][CH2:13]2)[CH:5]=[CH:6][CH:7]=1 |f:1.2|. Procedure details: Analogous to the procedure described for Example 1A, Step B, 5-[4-(3-fluoro-phenyl)-3-oxo-butyl]-pyrrolidin-2-one (2.17 g, 8.71 mmol) was reduced with NaBH4 (165 mg, 4.35 mmol). Purification by medium pressure chromatography using a solvent gradient (1:1 hexanes:EtOAc to EtOAc to 1% MeOH in CH2Cl2 to 3% MeOH in CH2Cl2 to 6% MeOH in CH2Cl2) provided 5-[4-(3-fluoro-phenyl)-3-hydroxy-butyl]-pyrrolidin-2-one (2.23 g). 1H NMR (CDCl3) δ7.27 (m, 1H), 6.94 (m, 3H), 6.38 (m, 1H), 3.82 (m, 1H), 3.66 (m, 1...